Dataset: the Open Reaction Database (ORD), a public repository of structured organic reaction records. Task: describe an organic reaction: reactants, conditions, products, and yield Conditions: time 16 hour. Procedure details: To a solution of 0.106 g (0.05 mmol) of (1-{[(2-chloro-4-pyrimidinyl)oxy]methyl}cyclobutyl)methanol in 2 mL of dichloromethane cooled to 0° C. was added a 1.0 M solution of 0.937 mL (0.75 mmol) of phosgene in toluene and the contents stirred for 16 h. The reaction mixture was concentrated and the residue was dissolved in 4 mL of tetrahydrofuran and added to a 0° C. solution of 0.132 g (0.50 mmol) of (3S)-3-amino-2-hydroxy-N-[(1R)-1-phenylethyl]heptanamide and 0.259 mL (1.5 mmol) of N,N-diisoprop... The product is OC(C(N[C@H](C)C1=CC=CC=C1)=O)[C@H](CCCC)NC(OCC1(CCC1)COC1=NC(=NC=C1)Cl)=O ((1-{[(2-chloro-4-pyrimidinyl)oxy]methyl}cyclobutyl)methyl (1S)-1-(1-hydroxy-2-oxo-2-{[(1R)-1-phenylethyl]amino}ethyl)pentylcarbamate). Yield: 828.5%. RXN SMILES: [Cl:1][C:2]1[N:7]=[C:6]([O:8][CH2:9][C:10]2([CH2:14][OH:15])[CH2:13][CH2:12][CH2:11]2)[CH:5]=[CH:4][N:3]=1.[C:16](Cl)(Cl)=[O:17].[NH2:20][C@@H:21]([CH2:35][CH2:36][CH2:37][CH3:38])[CH:22]([OH:34])[C:23]([NH:25][C@@H:26]([C:28]1[CH:33]=[CH:32][CH:31]=[CH:30][CH:29]=1)[CH3:27])=[O:24].C(N(CC)C(C)C)(C)C.[Cl-].[Na+]>ClCCl.C1(C)C=CC=CC=1.O1CCCC1.C(OCC)(=O)C>[OH:34][CH:22]([C@@H:21]([NH:20][C:16](=[O:17])[O:15][CH2:14][C:10]1([CH2:9][O:8][C:6]2[CH:5]=[CH:4][N:3]=[C:2]([Cl:1])[N:7]=2)[CH2:13][CH2:12][CH2:11]1)[CH2:35][CH2:36][CH2:37][CH3:38])[C:23](=[O:24])[NH:25][C@@H:26]([C:28]1[CH:33]=[CH:32][CH:31]=[CH:30][CH:29]=1)[CH3:27] |f:4.5|. The reactants are solution, C(=O)(Cl)Cl (phosgene), ClC1=NC=CC(=N1)OCC1(CCC1)CO ((1-{[(2-chloro-4-pyrimidinyl)oxy]methyl}cyclobutyl)methanol), N[C@H](C(C(=O)N[C@H](C)C1=CC=CC=C1)O)CCCC ((3S)-3-amino-2-hydroxy-N-[(1R)-1-phenylethyl]heptanamide), C(C)(C)N(C(C)C)CC (N,N-diisopropylethylamine), [Cl-].[Na+] (sodium chloride). The solvent is C1(=CC=CC=C1)C (toluene), ClCCl (dichloromethane), O1CCCC1 (tetrahydrofuran), C(C)(=O)OCC (ethyl acetate). The reactants are ClCC(C)=O (chloroacetone), NC1=NC=C(C=C1)OC (2-amino-5-methoxypyridine). The solvent is C(C)O (ethanol). Product: CC=1N=C2N(C=C(C=C2)OC)C1 (2-methyl-6-methoxyimidazo[1,2-α]pyridine). Isolated yield 54.0%. As a reaction SMILES: Cl[CH2:2][C:3](=O)[CH3:4].[NH2:6][C:7]1[CH:12]=[CH:11][C:10]([O:13][CH3:14])=[CH:9][N:8]=1>C(O)C>[CH3:4][C:3]1[N:6]=[C:7]2[CH:12]=[CH:11][C:10]([O:13][CH3:14])=[CH:9][N:8]2[CH:2]=1. Reported procedure: 0.74 g (8.04 mW of chloroacetone is added to a solution of 0.5 g (mM) of 2-amino-5-methoxypyridine in 17 ml of ethanol. The mixture is refluxed for 20 hours and then concentrated under reduced pressure. Ethyl acetate is added to the evaporation residue and the organic phase is washed with a saturated aqueous solution of sodium bicarbonate and then with a saturated solution of sodium chloride. The organic phase is subsequently dried over magnesium sulfate, filtered, and concentrated under reduced... The reactants are ClC=1C=C(C=CC1Cl)C1CCC(C2=C1C=CS2)=O (4-(3,4-dichlorophenyl)-5,6-dihydro-1-benzothiophen-7(4H)-one), O1CCCC1 (tetrahydrofuran), C(C)(=O)[O-].[Na+] (sodium acetate), Cl.NO (hydroxylamine hydrochloride). Run in C(C)O (ethanol). Product: ClC=1C=C(C=CC1Cl)C1CCC(C2=C1C=CS2)=NO (4-(3,4-dichlorophenyl)-N-hydroxy-5,6-dihydro-1-benzothiophen-7(4H)-imine). Yield: 93.7%. Reaction SMILES: [Cl:1][C:2]1[CH:3]=[C:4]([CH:9]2[C:14]3[CH:15]=[CH:16][S:17][C:13]=3[C:12](=O)[CH2:11][CH2:10]2)[CH:5]=[CH:6][C:7]=1[Cl:8].O1CCCC1.C([O-])(=O)C.[Na+].Cl.[NH2:30][OH:31]>C(O)C>[Cl:1][C:2]1[CH:3]=[C:4]([CH:9]2[C:14]3[CH:15]=[CH:16][S:17][C:13]=3[C:12](=[N:30][OH:31])[CH2:11][CH2:10]2)[CH:5]=[CH:6][C:7]=1[Cl:8] |f:2.3,4.5|. Procedure: A 100 mL round bottomed flask charged with 4-(3,4-dichlorophenyl)-5,6-dihydro-1-benzothiophen-7(4H)-one (1.29 g, 4.34 mmol), tetrahydrofuran (11.0 mL) and ethanol (12.5 mL). The mixture was stirred and sodium acetate (1.117 g, 13.62 mmol) and hydroxylamine hydrochloride (0.9242 g, 13.30 mmol) were added. The mixture was stirred for 16 h at 50° C. under an atmosphere of Nitrogen. The reaction was then cooled to rt, giving a pale yellow solution with much white ppt. The reaction was quenched into ... Starting materials: C(\C=C\CCCCCCC)(=O)O (trans-2-decenoic acid), C(CCC)N(CCN)CCCC (N,N-dibutylethane-1,2-diamine). Product: C(CCC)N(CCNC(\C=C\CCCCCCC)=O)CCCC ((E)-N-2-(dibutylamino)ethyl dec-2-enamide). As a reaction SMILES: [C:1]([OH:12])(=O)/[CH:2]=[CH:3]/[CH2:4][CH2:5][CH2:6][CH2:7][CH2:8][CH2:9][CH3:10].[CH2:13]([N:17]([CH2:21][CH2:22][CH2:23][CH3:24])[CH2:18][CH2:19][NH2:20])[CH2:14][CH2:15][CH3:16]>>[CH2:13]([N:17]([CH2:21][CH2:22][CH2:23][CH3:24])[CH2:18][CH2:19][NH:20][C:1](=[O:12])/[CH:2]=[CH:3]/[CH2:4][CH2:5][CH2:6][CH2:7][CH2:8][CH2:9][CH3:10])[CH2:14][CH2:15][CH3:16]. Procedure details: The same operation as in Example 1-1 or 1-2 was carried out using trans-2-decenoic acid and N,N-dibutylethane-1,2-diamine as starting materials to give the aimed compound. Reactants: [H-].[Na+] (sodium hydride), ClC1=NC=C(C(=N1)N(C)CCCOC=1C=C2C=CNC2=CC1)C ((2-chloro-5-methyl-pyrimidin-4-yl)-[3-(1H-indol-5-yloxy)-propyl]-methyl-amine), BrCC(=O)OCC (ethyl bromoacetate). The solvent is O (water), CN(C)C=O (DMF). Reaction conditions: time 1 hour. Yields the product C(C)OC(CN1C=CC2=CC(=CC=C12)OCCCN(C)C1=NC(=NC=C1C)Cl)=O ((5-{3-[(2-chloro-5-methyl-pyrimidin-4-yl)-methyl-amino]-propoxy}-indol-1-yl)-acetic acid ethyl ester). As a reaction SMILES: [Cl:1][C:2]1[N:7]=[C:6]([N:8]([CH2:10][CH2:11][CH2:12][O:13][C:14]2[CH:15]=[C:16]3[C:20](=[CH:21][CH:22]=2)[NH:19][CH:18]=[CH:17]3)[CH3:9])[C:5]([CH3:23])=[CH:4][N:3]=1.[H-].[Na+].Br[CH2:27][C:28]([O:30][CH2:31][CH3:32])=[O:29]>CN(C=O)C.O>[CH2:31]([O:30][C:28](=[O:29])[CH2:27][N:19]1[C:20]2[C:16](=[CH:15][C:14]([O:13][CH2:12][CH2:11][CH2:10][N:8]([C:6]3[C:5]([CH3:23])=[CH:4][N:3]=[C:2]([Cl:1])[N:7]=3)[CH3:9])=[CH:22][CH:21]=2)[CH:17]=[CH:18]1)[CH3:32] |f:1.2|. Reported procedure: (2-Chloro-5-methyl-pyrimidin-4-yl)-[3-(1H-indol-5-yloxy)-propyl]-methyl-amine (Example 88, 0.117 g, 0.35 mmol) was dissolved in DMF (2 mL) at rt, and sodium hydride was added (0.017 g, 60% in mineral oil, 0.42 mmol). The reaction solution immediately turned purple. The resulting mixture was stirred for 1 h and ethyl bromoacetate (0.065 g, 0.39 mmol) was added. The reaction mixture was stirred for 60 h, diluted with water, and extracted with EtOAc. The organic phases were dried over sodium sulfat... Reactants: C(=O)(OCC)[C@]12CC[C@H]([C@H](CC1)N2C)N=[N+]=[N-] (1-carbethoxy-4β-azidotropane), [H][H] (hydrogen). The reagents and catalysts are [Pd] (palladium on carbon). Solvent: C(C)O (ethanol). Yields the product C(=O)(OCC)[C@]12CC[C@H]([C@H](CC1)N2C)N (1-carbethoxy-4β-aminotropane). The yield is 112.2%. As a reaction SMILES: [C:1]([C@@:6]12[N:13]([CH3:14])[C@@H:10]([CH2:11][CH2:12]1)[C@H:9]([N:15]=[N+]=[N-])[CH2:8][CH2:7]2)([O:3][CH2:4][CH3:5])=[O:2].[H][H]>[Pd].C(O)C>[C:1]([C@@:6]12[N:13]([CH3:14])[C@@H:10]([CH2:11][CH2:12]1)[C@H:9]([NH2:15])[CH2:8][CH2:7]2)([O:3][CH2:4][CH3:5])=[O:2]. Procedure: A mixture of 4.5 g of the 1-carbethoxy-4β-azidotropane, 300 mL of ethanol and 1 g of 10% palladium on carbon was shaken under 1 atm of hydrogen (balloon) for 18 h. The mixture was filtered and concentrated under reduced pressure. Drying under vacuum gave 4.5 g of 1-carbethoxy-4β-aminotropane as a gum: 1H NMR (400 MHz, CDCl3) 4.3 (br m, 2H), 4.18 (q, 2H), 3.15 (m, 1H), 1.95 (m, 2H), 1.82 (m, 2H), 1.7 (m, 2H), 1.4 (m, 2H), 1.30 (t, 3H).